From a dataset of the Open Reaction Database (ORD), a public repository of structured organic reaction records. describe an organic reaction: reactants, conditions, products, and yield Starting materials: ClC1=CC=C2C(=C1)NC(C21C(NC(CC1C1=C(C=CC(=C1)Cl)OC(CO)(C)C)=O)C1=C(C=CC(=C1)F)C)=O (racemic (2′S,3S,4′R)-6-chloro-4′-[5-chloro-2-(2-hydroxy-1,1-dimethyl-ethoxy)-phenyl]-2′-[5-fluoro-2-methylphenyl]spiro[3H-indole-3,3′-piperidine]-2,6′(1H)-dione), CCN=C=NCCCN(C)C.Cl (EDCl), C=1C=CC2=C(C1)N=NN2O (HOBt), CCN(C(C)C)C(C)C (DIPEA), CN(CCCN)C (N,N-dimethyl-propane-1,3-diamine). Solvent: C1CCOC1 (THF). Run at time 8 hour. Product: ClC1=CC=C2C(=C1)NC(C21C(NC(CC1C1=C(C=CC(=C1)Cl)OC(C)(C)C(NCCCN(C)C)=O)=O)C1=C(C=CC(=C1)F)C)=O (Racemic (2′S,3S,4′R)-6-chloro-4′-{5-chloro-2-[1-(3-dimethylamino-propylcarbamoyl)-1-methyl-ethoxy]-phenyl}-2′-(5-fluoro-2-methyl-phenyl)spiro[3H-indole-3,3′-piperidine]-2,6′(1H)-dione). Yield: 17.8%. As a reaction SMILES: [Cl:1][C:2]1[CH:7]=[C:6]2[NH:8][C:9](=[O:38])[C:10]3([CH:15]([C:16]4[CH:21]=[C:20]([Cl:22])[CH:19]=[CH:18][C:17]=4[O:23][C:24]([CH3:28])([CH3:27])[CH2:25][OH:26])[CH2:14][C:13](=[O:29])[NH:12][CH:11]3[C:30]3[CH:35]=[C:34]([F:36])[CH:33]=[CH:32][C:31]=3[CH3:37])[C:5]2=[CH:4][CH:3]=1.CCN=C=[N:43][CH2:44][CH2:45][CH2:46][N:47]([CH3:49])[CH3:48].Cl.C1C=CC2N(O)N=NC=2C=1.CCN(C(C)C)C(C)C.CN(C)CCCN>C1COCC1>[Cl:1][C:2]1[CH:7]=[C:6]2[NH:8][C:9](=[O:38])[C:10]3([CH:15]([C:16]4[CH:21]=[C:20]([Cl:22])[CH:19]=[CH:18][C:17]=4[O:23][C:24]([C:25](=[O:26])[NH:43][CH2:44][CH2:45][CH2:46][N:47]([CH3:49])[CH3:48])([CH3:28])[CH3:27])[CH2:14][C:13](=[O:29])[NH:12][CH:11]3[C:30]3[CH:35]=[C:34]([F:36])[CH:33]=[CH:32][C:31]=3[CH3:37])[C:5]2=[CH:4][CH:3]=1 |f:1.2|. Procedure: To a mixture of racemic (2′S,3S,4′R)-6-chloro-4′-[5-chloro-2-(2-hydroxy-1,1-dimethyl-ethoxy)-phenyl]-2′-[5-fluoro-2-methylphenyl]spiro[3H-indole-3,3′-piperidine]-2,6′(1H)-dione (35 mg, 0.06 mmol), EDCl (18 mg, 0.094 mmol), HOBt (14 mg, 0.094 mmol) and DIPEA (23 mg, 0.2 mmol) in THF (2 mL) was added N,N-dimethyl-propane-1,3-diamine (19 mg, 0.18 mmol). The mixture was stirred at room temperature overnight, purified by prep-HPLC to give the title compound as a white solid (7 mg). The reactants are O=C([O-])[O-], Cn1nc(C(F)(F)F)cc1B(O)O, Cc1ccccc1, CO, Cc1cnc(I)nc1Oc1cc(C(F)(F)F)nn1C, [K+], [K+], O, c1ccc(P(c2ccccc2)(c2ccccc2)[Pd](P(c2ccccc2)(c2ccccc2)c2ccccc2)(P(c2ccccc2)(c2ccccc2)c2ccccc2)P(c2ccccc2)(c2ccccc2)c2ccccc2)cc1. The product is Cc1cnc(-c2cc(C(F)(F)F)nn2C)nc1Oc1cc(C(F)(F)F)nn1C. RXN SMILES: [C:20](=[O:21])([O-:22])[O-:23].[CH3:26][n:27]1[n:28][c:29]([C:35]([F:36])([F:37])[F:38])[cH:30][c:31]1[B:32]([OH:33])[OH:34].[CH3:39][c:40]1[cH:41][cH:42][cH:43][cH:44][cH:45]1.[CH3:47][OH:48].[I:1][c:2]1[n:3][c:4]([O:9][c:10]2[cH:11][c:12]([C:16]([F:17])([F:18])[F:19])[n:13][n:14]2[CH3:15])[c:5]([CH3:8])[cH:6][n:7]1.[K+:24].[K+:25].[OH2:46].[cH:49]1[cH:50][cH:51][c:52]([P:53]([Pd:54]([P:55]([c:56]2[cH:57][cH:58][cH:59][cH:60][cH:61]2)([c:62]2[cH:63][cH:64][cH:65][cH:66][cH:67]2)[c:68]2[cH:69][cH:70][cH:71][cH:72][cH:73]2)([P:74]([c:75]2[cH:76][cH:77][cH:78][cH:79][cH:80]2)([c:81]2[cH:82][cH:83][cH:84][cH:85][cH:86]2)[c:87]2[cH:88][cH:89][cH:90][cH:91][cH:92]2)[P:93]([c:94]2[cH:95][cH:96][cH:97][cH:98][cH:99]2)([c:100]2[cH:101][cH:102][cH:103][cH:104][cH:105]2)[c:106]2[cH:107][cH:108][cH:109][cH:110][cH:111]2)([c:112]2[cH:113][cH:114][cH:115][cH:116][cH:117]2)[c:118]2[cH:119][cH:120][cH:121][cH:122][cH:123]2)[cH:124][cH:125]1>>[c:2]1(-[c:31]2[n:27]([CH3:26])[n:28][c:29]([C:35]([F:36])([F:37])[F:38])[cH:30]2)[n:3][c:4]([O:9][c:10]2[cH:11][c:12]([C:16]([F:17])([F:18])[F:19])[n:13][n:14]2[CH3:15])[c:5]([CH3:8])[cH:6][n:7]1. The reactants are C(C)OC(=O)C=CC=1C=C(OC(C(=O)OC(C)(C)C)(C)C)C=CC1 (tert-Butyl 2-[3-[2-(ethoxycarbonyl)ethenyl]phenoxy]-2-methylpropionate). Reagents/catalysts: [Pd] (palladium). The solvent is C(C)O (ethanol). Run at time 8 hour. Yields the product C(C)OC(=O)CCC=1C=C(OC(C(=O)OC(C)(C)C)(C)C)C=CC1 (tert-Butyl 2-[3-[2-(Ethoxycarbonyl)ethyl]phenoxy]-2-methylpropionate). Reaction SMILES: [CH2:1]([O:3][C:4]([CH:6]=[CH:7][C:8]1[CH:9]=[C:10]([CH:22]=[CH:23][CH:24]=1)[O:11][C:12]([CH3:21])([CH3:20])[C:13]([O:15][C:16]([CH3:19])([CH3:18])[CH3:17])=[O:14])=[O:5])[CH3:2]>C(O)C.[Pd]>[CH2:1]([O:3][C:4]([CH2:6][CH2:7][C:8]1[CH:9]=[C:10]([CH:22]=[CH:23][CH:24]=1)[O:11][C:12]([CH3:21])([CH3:20])[C:13]([O:15][C:16]([CH3:17])([CH3:18])[CH3:19])=[O:14])=[O:5])[CH3:2]. Reported procedure: tert-Butyl 2-[3-[2-(ethoxycarbonyl)ethenyl]phenoxy]-2-methylpropionate (39.1 g, 0.12 mol) was dissolved in ethanol. Subsequently, 10% palladium in carbon (3.9 g) was added thereto, the mixture was stirred under hydrogen atmosphere overnight at room temperature. The resultant mixture was subjected to filtration by use of Celite, concentration under reduced pressure, and purification by silica gel chromatography (n-hexane/ethyl acetate=20/1), whereby the target compound was obtained (37.1 g, 94%). Yield: 16.8%. Product: C(=O)C1=CC=C(OCCC2=CC=C(C#N)C=C2)C=C1 (4-[2-(4-formylphenoxy)ethyl]benzonitrile). As a reaction SMILES: CS([O:5][CH2:6][CH2:7][C:8]1[CH:13]=[CH:12][C:11]([C:14]#[N:15])=[CH:10][CH:9]=1)(=O)=O.O[C:17]1[CH:24]=[CH:23][C:20]([CH:21]=[O:22])=[CH:19][CH:18]=1.C(=O)([O-])[O-].[Cs+].[Cs+]>C(#N)C>[CH:21]([C:20]1[CH:23]=[CH:24][C:17]([O:5][CH2:6][CH2:7][C:8]2[CH:13]=[CH:12][C:11]([C:14]#[N:15])=[CH:10][CH:9]=2)=[CH:18][CH:19]=1)=[O:22] |f:2.3.4|. Run in C(C)#N (acetonitrile). Procedure details: 8.55 g (38 mmole) 4-cyanophenethyl methanesulfonate, 4.64 g (38 mmole) p-hydroxybenzaldehyde and 18.7 g (57 mmole) cesium carbonate in 150 ml acetonitrile was refluxed over night. The salt was filtered off and the solvent evaporated in vacuo. The residue was treated with 2 M sodium hydroxide and dichloromethane. The organic phase was dried and evaporated in vacuo. Purification by chromatography on silica gel using dichloromethane as eluent gave 1.6 g (yield 17%) of 4-[2-(4-formylphenoxy)ethyl]be... Reactants: CS(=O)(=O)OCCC1=CC=C(C=C1)C#N (4-cyanophenethyl methanesulfonate), OC1=CC=C(C=O)C=C1 (p-hydroxybenzaldehyde), C([O-])([O-])=O.[Cs+].[Cs+] (cesium carbonate). Reactants: ClC(c1ccccc1)(c1ccccc1)c1ccccc1, OCCOCCOCCOCCOCCO, CC#N, O, c1ccncc1. Yields the product OCCOCCOCCOCCOCCOC(c1ccccc1)(c1ccccc1)c1ccccc1. Reaction SMILES: [C:17]([c:18]1[cH:19][cH:20][cH:21][cH:22][cH:23]1)([c:24]1[cH:25][cH:26][cH:27][cH:28][cH:29]1)([c:30]1[cH:31][cH:32][cH:33][cH:34][cH:35]1)[Cl:36].[CH2:1]([CH2:2][O:3][CH2:4][CH2:5][O:6][CH2:7][CH2:8][O:9][CH2:10][CH2:11][O:12][CH2:13][CH2:14][OH:15])[OH:16].[CH3:38][C:39]#[N:40].[OH2:37].[cH:41]1[cH:42][cH:43][n:44][cH:45][cH:46]1>>[CH2:1]([CH2:2][O:3][CH2:4][CH2:5][O:6][CH2:7][CH2:8][O:9][CH2:10][CH2:11][O:12][CH2:13][CH2:14][O:15][C:17]([c:18]1[cH:19][cH:20][cH:21][cH:22][cH:23]1)([c:24]1[cH:25][cH:26][cH:27][cH:28][cH:29]1)[c:30]1[cH:31][cH:32][cH:33][cH:34][cH:35]1)[OH:16]. Starting materials: CN(C)C=O, [Cu], FC(F)(F)I, Cc1cc(C)cc(I)c1, O. The product is Cc1cc(C)cc(C(F)(F)F)c1. As a reaction SMILES: [CH3:15][N:16]([CH3:17])[CH:18]=[O:19].[Cu:20].[F:10][C:11]([F:12])([F:13])[I:14].[I:1][c:2]1[cH:3][c:4]([CH3:9])[cH:5][c:6]([CH3:8])[cH:7]1.[OH2:21]>>[c:2]1([C:11]([F:10])([F:12])[F:13])[cH:3][c:4]([CH3:9])[cH:5][c:6]([CH3:8])[cH:7]1.